From a dataset of the Open Reaction Database (ORD), a public repository of structured organic reaction records. describe an organic reaction: reactants, conditions, products, and yield Starting materials: C(C1=CC=CC=C1)OC(=O)N1[C@@H](CCC1)C(NC1CCC1)=O ((S)-2-Cyclobutylcarbamoyl-pyrrolidine-1-carboxylic acid benzyl ester). Reagents/catalysts: [Pd] (Pd/C). The solvent is C(C)O (ethanol). Reaction conditions: time 12 hour. The product is C1(CCC1)NC(=O)[C@H]1NCCC1 ((S)-Pyrrolidine-2-carboxylic acid cyclobutylamide). As a reaction SMILES: C(OC([N:11]1[CH2:15][CH2:14][CH2:13][C@H:12]1[C:16](=[O:22])[NH:17][CH:18]1[CH2:21][CH2:20][CH2:19]1)=O)C1C=CC=CC=1>C(O)C.[Pd]>[CH:18]1([NH:17][C:16]([C@@H:12]2[CH2:13][CH2:14][CH2:15][NH:11]2)=[O:22])[CH2:21][CH2:20][CH2:19]1. Procedure: To a solution of 9.00 g (S)-2-Cyclobutylcarbamoyl-pyrrolidine-1-carboxylic acid benzyl ester in 120 ml ethanol were added 1.0 g Pd/C (10%) and the suspension stirred under an atmosphere of hydrogen (3 bar) for 12 h. The reaction mixture was filtrated over a plug of Celite, washed with ethanol and concentrated to give the crude product which was used in the subsequent reaction. Yield: 3.3 g. Run at time 1 hour. The product is C(CCCCCOC1CCN2[C@H]1C=NC1=C(C2=O)C=C(C=C1)OC)OC1CCN2[C@H]1C=NC1=C(C2=O)C=C(C=C1)OC (1,1′-[(Hexane-1,6-diyl)dioxy]bis[(11aS)-7-methoxy-1,2,3,11a-tetrahydro-5H-pyrrolo[2,1-c][1,4]benzodiazepine-5-one]). Procedure: 95% TFA (3 mL) was added drop-wise to dimer compound 15d (190 mg, 0.19 mmol) at 0° C. This was then stirred for 1 hr and the mixture was poured into saturated NaHCO3 (30 mL) solution to naturalize the reaction mixture. The mixture was extracted with chloroform (3×20 mL). The organic layer was then washed water (20 mL), brine (20 mL) then dried (MgSO4) and filtrated. The excess solvent was removed under reduced pressure to give the crude product, which was subjected to flash column chromatography... As a reaction SMILES: C(O)(C(F)(F)F)=O.[CH2:8]([O:46][CH:47]1[C@H:51]2[C@H:52](OC3CCCCO3)[N:53](C(OC(C)(C)C)=O)[C:54]3[CH:61]=[CH:60][C:59]([O:62][CH3:63])=[CH:58][C:55]=3[C:56](=[O:57])[N:50]2[CH2:49][CH2:48]1)[CH2:9][CH2:10][CH2:11][CH2:12][CH2:13][O:14][CH:15]1[C@H:19]2[C@H:20](OC3CCCCO3)[N:21](C(OC(C)(C)C)=O)[C:22]3[CH:29]=[CH:28][C:27]([O:30][CH3:31])=[CH:26][C:23]=3[C:24](=[O:25])[N:18]2[CH2:17][CH2:16]1.C([O-])(O)=O.[Na+]>CO.C(Cl)(Cl)Cl>[CH2:8]([O:46][CH:47]1[C@@H:51]2[CH:52]=[N:53][C:54]3[CH:61]=[CH:60][C:59]([O:62][CH3:63])=[CH:58][C:55]=3[C:56](=[O:57])[N:50]2[CH2:49][CH2:48]1)[CH2:9][CH2:10][CH2:11][CH2:12][CH2:13][O:14][CH:15]1[C@@H:19]2[CH:20]=[N:21][C:22]3[CH:29]=[CH:28][C:27]([O:30][CH3:31])=[CH:26][C:23]=3[C:24](=[O:25])[N:18]2[CH2:17][CH2:16]1 |f:2.3,4.5|. Starting materials: C(=O)(C(F)(F)F)O (TFA), C(CCCCCOC1CCN2[C@@H]1[C@@H](N(C1=C(C2=O)C=C(C=C1)OC)C(=O)OC(C)(C)C)OC1OCCCC1)OC1CCN2[C@@H]1[C@@H](N(C1=C(C2=O)C=C(C=C1)OC)C(=O)OC(C)(C)C)OC1OCCCC1 (1,1′-[(Hexane-1,6-diyl)dioxy]bis[(11S,11aS)-10-(tert-butyloxycarbonyl)-7-methoxy-11-(tetrahydro-pyran-2-yloxy)-1,2,3,10,11,11a-hexahydro-5H-pyrrolo[2,1-c][1,4]benzodiazepine-5-one]), C(=O)(O)[O-].[Na+] (NaHCO3). The solvent is CO.C(Cl)(Cl)Cl (methanol chloroform). Yield: 89.5%.